The task is: describe an organic reaction: reactants, conditions, products, and yield. This data is from the Open Reaction Database (ORD), a public repository of structured organic reaction records. Reactants: O=C(CCc1ccc(Br)cc1)C1CCCCC1, C1CCOC1, CCOC=O, [H-], [Na+]. Yields the product O=CC(Cc1ccc(Br)cc1)C(=O)C1CCCCC1. Reaction SMILES: [Br:1][c:2]1[cH:3][cH:4][c:5]([CH2:8][CH2:9][C:10](=[O:11])[CH:12]2[CH2:13][CH2:14][CH2:15][CH2:16][CH2:17]2)[cH:6][cH:7]1.[CH2:25]1[O:26][CH2:27][CH2:28][CH2:29]1.[CH:20](=[O:21])[O:22][CH2:23][CH3:24].[H-:18].[Na+:19]>>[Br:1][c:2]1[cH:3][cH:4][c:5]([CH2:8][CH:9]([C:10](=[O:11])[CH:12]2[CH2:13][CH2:14][CH2:15][CH2:16][CH2:17]2)[CH:20]=[O:21])[cH:6][cH:7]1. Reactants: BrCc1cccc(COC(c2ccccc2)(c2ccccc2)c2ccccc2)n1, [N-]=[N+]=[N-], [Na+], CN(C)C=O, O. Yields the product [N-]=[N+]=NCc1cccc(COC(c2ccccc2)(c2ccccc2)c2ccccc2)n1. Reaction SMILES: [Br:1][CH2:2][c:3]1[n:4][c:5]([CH2:9][O:10][C:11]([c:12]2[cH:13][cH:14][cH:15][cH:16][cH:17]2)([c:18]2[cH:19][cH:20][cH:21][cH:22][cH:23]2)[c:24]2[cH:25][cH:26][cH:27][cH:28][cH:29]2)[cH:6][cH:7][cH:8]1.[N-:31]=[N+:32]=[N-:33].[Na+:30].[O:35]=[CH:36][N:37]([CH3:38])[CH3:39].[OH2:34]>>[CH2:2]([c:3]1[n:4][c:5]([CH2:9][O:10][C:11]([c:12]2[cH:13][cH:14][cH:15][cH:16][cH:17]2)([c:18]2[cH:19][cH:20][cH:21][cH:22][cH:23]2)[c:24]2[cH:25][cH:26][cH:27][cH:28][cH:29]2)[cH:6][cH:7][cH:8]1)[N:31]=[N+:32]=[N-:33].